Dataset: the Open Reaction Database (ORD), a public repository of structured organic reaction records. Task: describe an organic reaction: reactants, conditions, products, and yield Reported procedure: To a vigorously stirred mixture of 336 mg (1.33 mmol) of 2-(trifluoromethyl)-6,7-dihydropyrido[3,4-d]pyrimidin-8(5H)-one and 2.94 g (27.7 mmol) of anhydrous sodium carbonate in 15 mL of dichloromethane was added 979 mg (6.6 mmol) of trimethyloxonium tetrafluoroborate. Vigorous stirring was continued at room temperature for 5.5 h. Then 15 mL of water was added, and the mixture was shaken. After separation of the phases, the aqueous layer was extracted twice with dichloromethane. The combined orga... The product is COC1=NCCC2=C1N=C(N=C2)C(F)(F)F (8-Methoxy-2-(trifluoromethyl)-5,6-dihydropyrido[3,4-d]pyrimidine). Run at time 5.5 hour. Reactants: O (water), FC(C=1N=CC2=C(N1)C(NCC2)=O)(F)F (2-(trifluoromethyl)-6,7-dihydropyrido[3,4-d]pyrimidin-8(5H)-one), C([O-])([O-])=O.[Na+].[Na+] (sodium carbonate), F[B-](F)(F)F.C[O+](C)C (trimethyloxonium tetrafluoroborate). Solvent: ClCCl (dichloromethane). Reaction SMILES: [F:1][C:2]([F:15])([F:14])[C:3]1[N:4]=[CH:5][C:6]2[CH2:12][CH2:11][NH:10][C:9](=[O:13])[C:7]=2[N:8]=1.[C:16](=O)([O-])[O-].[Na+].[Na+].F[B-](F)(F)F.C[O+](C)C.O>ClCCl>[CH3:16][O:13][C:9]1[C:7]2[N:8]=[C:3]([C:2]([F:1])([F:14])[F:15])[N:4]=[CH:5][C:6]=2[CH2:12][CH2:11][N:10]=1 |f:1.2.3,4.5|. The reactants are C1(=CC=CC=C1)P(C1=CC=CC=C1)C1=CC=CC=C1 (triphenylphosphine), C(=O)C1=CS[C@H]2N(C1C(=O)OC(C1=CC=CC=C1)C1=CC=CC=C1)C(C2NC(CC=2SC=CC2)=O)=O (Benzhydryl 3-formyl-7-(2-thienylacetamido)-2-cephem-4-carboxylate). Reagents/catalysts: Cl[Rh] (chlororhodium). The solvent is C1(=CC=CC=C1)C (toluene). Product: C(C1=CC=CC=C1)(C1=CC=CC=C1)OC(=O)C1=CCS[C@H]2N1C(C2NC(CC=2SC=CC2)=O)=O (Benzhydryl-7-(2-thienylacetamido)-3-cephem-4-carboxylate). Reaction SMILES: C([C:3]1[CH:8]([C:9]([O:11][CH:12]([C:19]2[CH:24]=[CH:23][CH:22]=[CH:21][CH:20]=2)[C:13]2[CH:18]=[CH:17][CH:16]=[CH:15][CH:14]=2)=[O:10])[N:7]2[C:25](=[O:36])[CH:26]([NH:27][C:28](=[O:35])[CH2:29][C:30]3[S:31][CH:32]=[CH:33][CH:34]=3)[C@H:6]2[S:5][CH:4]=1)=O.C1(P(C2C=CC=CC=2)C2C=CC=CC=2)C=CC=CC=1>Cl[Rh].C1(C)C=CC=CC=1>[CH:12]([O:11][C:9]([C:8]1[N:7]2[C:25](=[O:36])[CH:26]([NH:27][C:28](=[O:35])[CH2:29][C:30]3[S:31][CH:32]=[CH:33][CH:34]=3)[C@H:6]2[S:5][CH2:4][CH:3]=1)=[O:10])([C:13]1[CH:14]=[CH:15][CH:16]=[CH:17][CH:18]=1)[C:19]1[CH:20]=[CH:21][CH:22]=[CH:23][CH:24]=1. Procedure details: A mixture of the benzhydryl ester from Example 28 (2.5 g, 4.79 mmol), tris-(triphenylphosphine(chlororhodium (3.5 g, 4.79 mmol) and dry toluene (75 ml) was refluxed under nitrogen for 5.5. hours. The reaction mixture was cooled. the rhodium complex was removed by filtration and the filtrate was poured slowly into petroleum ether (250 ml) with stirring. The precipitated solid, which was a mixture of rhodium complex and product, was collected. The product was purified by chromatography on a silica...